From a dataset of the Open Reaction Database (ORD), a public repository of structured organic reaction records. describe an organic reaction: reactants, conditions, products, and yield As a reaction SMILES: [Br:20].[NH2:21][c:22]1[n:23][c:24]([NH2:34])[c:25]2[c:26]([n:27]1)[n:28][cH:29][c:30]([CH2:32][OH:33])[cH:31]2.[NH2:35][c:36]1[cH:37][cH:38][c:39]([C:40](=[O:41])[NH:42][CH:43]([CH2:44][CH2:45][C:46](=[O:47])[O:48][CH2:49][CH3:50])[C:51](=[O:52])[O:53][CH2:54][CH3:55])[cH:56][cH:57]1.[OH2:58].[c:1]1([P:2]([c:3]2[cH:4][cH:5][cH:6][cH:7][cH:8]2)[c:9]2[cH:10][cH:11][cH:12][cH:13][cH:14]2)[cH:15][cH:16][cH:17][cH:18][cH:19]1>>[NH2:21][c:22]1[n:23][c:24]([NH2:34])[c:25]2[c:26]([n:27]1)[n:28][cH:29][c:30]([CH2:32][NH:35][c:36]1[cH:37][cH:38][c:39]([C:40](=[O:41])[NH:42][CH:43]([CH2:44][CH2:45][C:46](=[O:47])[O:48][CH2:49][CH3:50])[C:51](=[O:52])[O:53][CH2:54][CH3:55])[cH:56][cH:57]1)[cH:31]2. Starting materials: Br, Nc1nc(N)c2cc(CO)cnc2n1, CCOC(=O)CCC(NC(=O)c1ccc(N)cc1)C(=O)OCC, O, c1ccc(P(c2ccccc2)c2ccccc2)cc1. The product is CCOC(=O)CCC(NC(=O)c1ccc(NCc2cnc3nc(N)nc(N)c3c2)cc1)C(=O)OCC. Reactants: C1COCCO1, C=CCCc1noc2ccccc12, CCOC(C)=O, [O-][I+3]([O-])([O-])[O-], [Na+], O. Product: O=CCCc1noc2ccccc12. RXN SMILES: [CH2:14]1[O:15][CH2:17][CH2:18][O:16][CH2:19]1.[CH2:1]([CH2:2][CH:3]=[CH2:4])[c:5]1[n:6][o:7][c:8]2[c:9]1[cH:10][cH:11][cH:12][cH:13]2.[CH3:27][CH2:28][O:29][C:30](=[O:31])[CH3:32].[I+3:20]([O-:21])([O-:22])([O-:23])[O-:24].[Na+:25].[OH2:26]>>[CH2:1]([CH2:2][CH:3]=[O:16])[c:5]1[n:6][o:7][c:8]2[c:9]1[cH:10][cH:11][cH:12][cH:13]2. Reactants: C1CCOC1, CC(C)(C)[O-], CC(C)c1noc(N2CCC(O)CC2)n1, Cc1c(Cl)ncnc1Cl, [K+]. Yields the product Cc1c(Cl)ncnc1OC1CCN(c2nc(C(C)C)no2)CC1. As a reaction SMILES: [CH2:25]1[O:26][CH2:27][CH2:28][CH2:29]1.[CH3:30][C:31]([CH3:32])([O-:33])[CH3:34].[CH:1]([CH3:2])([CH3:3])[c:4]1[n:5][o:6][c:7]([N:9]2[CH2:10][CH2:11][CH:12]([OH:15])[CH2:13][CH2:14]2)[n:8]1.[Cl:16][c:17]1[n:18][cH:19][n:20][c:21]([Cl:24])[c:22]1[CH3:23].[K+:35]>>[CH:1]([CH3:2])([CH3:3])[c:4]1[n:5][o:6][c:7]([N:9]2[CH2:10][CH2:11][CH:12]([O:15][c:21]3[n:20][cH:19][n:18][c:17]([Cl:16])[c:22]3[CH3:23])[CH2:13][CH2:14]2)[n:8]1. Starting materials: Brc1ccc(C2CC2)cc1, [Cu]I, C1CCC2=NCCCN2CC1, C1CCOC1, C#CCO, c1ccc(P(c2ccccc2)(c2ccccc2)[Pd](P(c2ccccc2)(c2ccccc2)c2ccccc2)(P(c2ccccc2)(c2ccccc2)c2ccccc2)P(c2ccccc2)(c2ccccc2)c2ccccc2)cc1. Yields the product OCC#Cc1ccc(C2CC2)cc1. As a reaction SMILES: [Br:1][c:2]1[cH:3][cH:4][c:5]([CH:8]2[CH2:9][CH2:10]2)[cH:6][cH:7]1.[Cu:31][I:32].[N:11]12[CH2:12][CH2:13][CH2:14][N:15]=[C:16]1[CH2:17][CH2:18][CH2:19][CH2:20][CH2:21]2.[O:26]1[CH2:27][CH2:28][CH2:29][CH2:30]1.[OH:22][CH2:23][C:24]#[CH:25].[cH:33]1[cH:34][cH:35][c:36]([P:37]([Pd:38]([P:39]([c:40]2[cH:41][cH:42][cH:43][cH:44][cH:45]2)([c:46]2[cH:47][cH:48][cH:49][cH:50][cH:51]2)[c:52]2[cH:53][cH:54][cH:55][cH:56][cH:57]2)([P:58]([c:59]2[cH:60][cH:61][cH:62][cH:63][cH:64]2)([c:65]2[cH:66][cH:67][cH:68][cH:69][cH:70]2)[c:71]2[cH:72][cH:73][cH:74][cH:75][cH:76]2)[P:77]([c:78]2[cH:79][cH:80][cH:81][cH:82][cH:83]2)([c:84]2[cH:85][cH:86][cH:87][cH:88][cH:89]2)[c:90]2[cH:91][cH:92][cH:93][cH:94][cH:95]2)([c:96]2[cH:97][cH:98][cH:99][cH:100][cH:101]2)[c:102]2[cH:103][cH:104][cH:105][cH:106][cH:107]2)[cH:108][cH:109]1>>[c:2]1([C:25]#[C:24][CH2:23][OH:22])[cH:3][cH:4][c:5]([CH:8]2[CH2:9][CH2:10]2)[cH:6][cH:7]1. Starting materials: BrCCCCCc1ccccc1, COC(=O)c1nnc(-c2ccccn2)o1. Yields the product O=C(CCCCCc1ccccc1)c1nnc(-c2ccccn2)o1. RXN SMILES: [Br:16][CH2:17][CH2:18][CH2:19][CH2:20][CH2:21][c:22]1[cH:23][cH:24][cH:25][cH:26][cH:27]1.[n:1]1[c:2](-[c:7]2[n:8][n:9][c:10]([C:12]([O:14][CH3:13])=[O:15])[o:11]2)[cH:3][cH:4][cH:5][cH:6]1>>[n:1]1[c:2](-[c:7]2[n:8][n:9][c:10]([C:12](=[O:14])[CH2:17][CH2:18][CH2:19][CH2:20][CH2:21][c:22]3[cH:23][cH:24][cH:25][cH:26][cH:27]3)[o:11]2)[cH:3][cH:4][cH:5][cH:6]1. Starting materials: CS(=O)(=O)OCCC1(CC1)NC(=O)OC(C)(C)C (2-{1-[(tert-butoxycarbonyl)amino]-cyclopropyl}ethyl methanesulfonate), C1(NC(C2=CC=CC=C12)=O)=O.[K] (potassium 2,3-dihydro-1H-isoindole-1,3-dione). Run in CN(C=O)C (N,N-dimethylformamide). Run at temperature 150 celsius, time 18 hour. Yields the product O=C1N(C(C2=CC=CC=C12)=O)CCC1(CC1)NC(OC(C)(C)C)=O (tert-Butyl 1-[2-(1,3-dioxo-1,3-dihydro-2H-isoindol-2-yl)ethyl]cyclopropylcarbamate). The yield is 49.1%. As a reaction SMILES: CS(O[CH2:6][CH2:7][C:8]1([NH:11][C:12]([O:14][C:15]([CH3:18])([CH3:17])[CH3:16])=[O:13])[CH2:10][CH2:9]1)(=O)=O.[C:19]1(=[O:29])[C:27]2[C:22](=[CH:23][CH:24]=[CH:25][CH:26]=2)[C:21](=[O:28])[NH:20]1.[K]>CN(C)C=O>[O:29]=[C:19]1[C:27]2[C:22](=[CH:23][CH:24]=[CH:25][CH:26]=2)[C:21](=[O:28])[N:20]1[CH2:6][CH2:7][C:8]1([NH:11][C:12](=[O:13])[O:14][C:15]([CH3:18])([CH3:17])[CH3:16])[CH2:10][CH2:9]1 |f:1.2,^1:29|. Procedure: To a solution of 2-{1-[(tert-butoxycarbonyl)amino]-cyclopropyl}ethyl methanesulfonate (9.5 g, 344.3 mmol) in anhydrous N,N-dimethylformamide (20 ml) was added potassium 2,3-dihydro-1H-isoindole-1,3-dione (7.0 g, 37 mmol). After being stirred at 150° C. for 18 hours, the resulting mixture was then filtered and washed with diethyl ether (50 mL). The filtrate was washed with brine (50 mL×3), dried over sodium sulfate and concentrated in vacuo. The residue was heated with stirring in water and the p... The reactants are [Br-], C[Si](C)(C)N=C=S, Cc1cnc2c(c1)CCCC2, Cc1ccccc1, CC(C)[Mg+], Cl, O. The product is Cc1cnc2c(c1)CCCC2C(N)=S. Reaction SMILES: [Br-:12].[CH3:17][Si:18]([CH3:19])([CH3:20])[N:21]=[C:22]=[S:23].[CH3:1][c:2]1[cH:3][n:4][c:5]2[c:10]([cH:11]1)[CH2:9][CH2:8][CH2:7][CH2:6]2.[CH3:25][c:26]1[cH:27][cH:28][cH:29][cH:30][cH:31]1.[CH:13]([Mg+:14])([CH3:15])[CH3:16].[ClH:24].[OH2:32]>>[CH3:1][c:2]1[cH:3][n:4][c:5]2[c:10]([cH:11]1)[CH2:9][CH2:8][CH2:7][CH:6]2[C:22]([NH2:21])=[S:23]. The reactants are COC1=NC(=NC(=C1)OC)S(=O)(=O)C (4,6-dimethoxy-2-methylsulfonylpyrimidine), O(C1=CC=CC=C1)C(C(C(=O)OC)O)(C)C1=CC=CC=C1 (methyl 3-phenoxy-3-phenyl-2-hydroxybutyrate), O(C1=CC=CC=C1)C(C(C(=O)OC)O)(C)C1=CC=CC=C1 (methyl 3-phenoxy-3-phenyl-2-hydroxybutyrate), [H-].[Na+] (sodium hydride), O (water). The solvent is C(C)(=O)O (acetic acid), CN(C=O)C (dimethylformamide). Conditions: time 1 hour. Yields the product O(C1=CC=CC=C1)C(C(C(=O)OC)OC1=NC(=CC(=N1)OC)OC)(C)C1=CC=CC=C1 (Methyl 3-phenoxy-3-phenyl-2-(4,6-dimethoxy-2-pyrimidinyl)oxybutyrate). The yield is 24.5%. As a reaction SMILES: [O:1]([C:8]([C:16]1[CH:21]=[CH:20][CH:19]=[CH:18][CH:17]=1)([CH3:15])[CH:9]([OH:14])[C:10]([O:12][CH3:13])=[O:11])[C:2]1[CH:7]=[CH:6][CH:5]=[CH:4][CH:3]=1.[H-].[Na+].[CH3:24][O:25][C:26]1[CH:31]=[C:30]([O:32][CH3:33])[N:29]=[C:28](S(C)(=O)=O)[N:27]=1.O>CN(C)C=O.C(O)(=O)C>[O:1]([C:8]([C:16]1[CH:21]=[CH:20][CH:19]=[CH:18][CH:17]=1)([CH3:15])[CH:9]([O:14][C:28]1[N:29]=[C:30]([O:32][CH3:33])[CH:31]=[C:26]([O:25][CH3:24])[N:27]=1)[C:10]([O:12][CH3:13])=[O:11])[C:2]1[CH:3]=[CH:4][CH:5]=[CH:6][CH:7]=1 |f:1.2|. Procedure details: 4.4 g (15.4 mmol) of methyl 3-phenoxy-3-phenyl-2-hydroxybutyrate (compound 1.1) [sic] are dissolved in 40 ml of dimethylformamide, and 0.46 g (18.4 mmol) of sodium hydride is added. The mixture is stirred for 1 hour and then 3.4 g (15.4 mmol) of 4,6-dimethoxy-2-methylsulfonylpyrimidine are added. The mixture is stirred at room temperature for 24 hours and then cautiously hydrolyzed with 10 ml of water, the pH is adjusted to 5 with acetic acid, and the solvent is removed by distillation under hig... Reactants: N (ammonia), N (ammonia), C=O (formaldehyde), ClCC(=O)NC1=C(C(=O)C2=CC=CC=C2)C=C(C=C1)Cl (2-chloroacetamido-5-chlorobenzophenone). Run in CO (methanol). Product: ClC=1C=CC2=C(C(=NCC(N2)=O)C2=CC=CC=C2)C1 (7-chloro-1,3-dihydro-5-phenyl-2H-1,4-benzodiazepin-2-one). Yield: 77.3%. Reaction SMILES: Cl[CH2:2][C:3]([NH:5][C:6]1[CH:19]=[CH:18][C:17]([Cl:20])=[CH:16][C:7]=1[C:8]([C:10]1[CH:15]=[CH:14][CH:13]=[CH:12][CH:11]=1)=O)=[O:4].[NH3:21].C=O>CO>[Cl:20][C:17]1[CH:18]=[CH:19][C:6]2[NH:5][C:3](=[O:4])[CH2:2][N:21]=[C:8]([C:10]3[CH:15]=[CH:14][CH:13]=[CH:12][CH:11]=3)[C:7]=2[CH:16]=1. Procedure: A mixture of methanol (275 ml.) and 2-chloroacetamido-5-chlorobenzophenone (154.2 g., 0.5 mol) was heated to reflux with a steady stream of ammonia bubbling in. At reflux 37% formaldehyde solution (237 ml) was fed in over ca. 40 minutes. The reaction mixture was then heated under reflux for 5 hours. The flow of ammonia was stopped and the slurry of crystals was cooled to room temperature, filtered, washed with methanol (2 × 125 ml), hot water (4 × 500 ml) and dried. There was obtained 7-chloro-1... The reactants are Cl.C(C)(C)(C)C1=CC=C(C=C1)C(CCCCN1CCC(CC1)C(C1=CC=CC=C1)(C1=CC=CC=C1)O)=O (4'-tert-butyl-5-[4-(α-hydroxy-α-phenylbenzyl)piperidino]valerophenone hydrochloride), Cl.NO (hydroxylamine hydrochloride). The solvent is N1=CC=CC=C1 (pyridine), N1=CC=CC=C1 (pyridine). Yields the product Cl.C(C)(C)(C)C1=CC=C(C=C1)C(CCCCN1CCC(CC1)C(C1=CC=CC=C1)(C1=CC=CC=C1)O)=NO (4'-tert-butyl-5-[4-(α-hydroxy-α-phenylbenzyl)piperidino]valerophenone oxime hydrochloride). RXN SMILES: [ClH:1].[C:2]([C:6]1[CH:11]=[CH:10][C:9]([C:12](=O)[CH2:13][CH2:14][CH2:15][CH2:16][N:17]2[CH2:22][CH2:21][CH:20]([C:23]([OH:36])([C:30]3[CH:35]=[CH:34][CH:33]=[CH:32][CH:31]=3)[C:24]3[CH:29]=[CH:28][CH:27]=[CH:26][CH:25]=3)[CH2:19][CH2:18]2)=[CH:8][CH:7]=1)([CH3:5])([CH3:4])[CH3:3].Cl.[NH2:39][OH:40]>N1C=CC=CC=1>[ClH:1].[C:2]([C:6]1[CH:11]=[CH:10][C:9]([C:12](=[N:39][OH:40])[CH2:13][CH2:14][CH2:15][CH2:16][N:17]2[CH2:22][CH2:21][CH:20]([C:23]([OH:36])([C:30]3[CH:35]=[CH:34][CH:33]=[CH:32][CH:31]=3)[C:24]3[CH:29]=[CH:28][CH:27]=[CH:26][CH:25]=3)[CH2:19][CH2:18]2)=[CH:8][CH:7]=1)([CH3:5])([CH3:4])[CH3:3] |f:0.1,2.3,5.6|. Procedure details: A mixture of 15 g (0.028 mole) of 4'-tert-butyl-5-[4-(α-hydroxy-α-phenylbenzyl)piperidino]valerophenone hydrochloride and 15 g of hydroxylamine hydrochloride in 120 ml of pyridine in heated on a steam bath for about 5 hours after which the pyridine is removed at reduced pressure. The remaining residue is dissolved in methanol and added to excess iced 10% HCl. The resulting solid is filtered, washed with water, and recrystallized from isopropyl alcohol to give 4'-tert-butyl-5-[4-(α-hydroxy-α-phen...